describe an organic reaction: reactants, conditions, products, and yield From a dataset of the Open Reaction Database (ORD), a public repository of structured organic reaction records. Starting materials: Cc1ccccc1C1CC(Br)C(=O)NC(c2ccccc2)C1, [H-], CC(C)(C)NC(=O)CI, [Na+]. The product is Cc1ccccc1C1CC(Br)C(=O)N(CC(=O)NC(C)(C)C)C(c2ccccc2)C1. RXN SMILES: [Br:3][CH:4]1[C:5](=[O:24])[NH:6][CH:7]([c:18]2[cH:19][cH:20][cH:21][cH:22][cH:23]2)[CH2:8][CH:9]([c:11]2[c:12]([CH3:17])[cH:13][cH:14][cH:15][cH:16]2)[CH2:10]1.[H-:1].[I:25][CH2:26][C:27](=[O:28])[NH:29][C:30]([CH3:31])([CH3:32])[CH3:33].[Na+:2]>>[Br:3][CH:4]1[C:5](=[O:24])[N:6]([CH2:26][C:27](=[O:28])[NH:29][C:30]([CH3:31])([CH3:32])[CH3:33])[CH:7]([c:18]2[cH:19][cH:20][cH:21][cH:22][cH:23]2)[CH2:8][CH:9]([c:11]2[c:12]([CH3:17])[cH:13][cH:14][cH:15][cH:16]2)[CH2:10]1. The reactants are C(=O)(OCC1=CC=CC=C1)N[C@@H]([C@@H](C)CC)C(=O)O (N-carbobenzyloxy-L-isoleucine), N1=CC(=CC=C1)NCC(=O)OCC (ethyl N-(3-pyridyl)-glycinate), N,N-dicyclohexylcarbodiimide. The solvent is C(Cl)Cl (methylene chloride). The product is C(=O)(OCC1=CC=CC=C1)N[C@@H]([C@@H](C)CC)C(=O)N(CC(=O)OCC)C=1C=NC=CC1 (Ethyl N-Carbobenzyloxy-L-isoleucyl-N-(3-pyridyl)glycinate). As a reaction SMILES: [C:1]([NH:11][C@H:12]([C:17]([OH:19])=O)[C@H:13]([CH2:15][CH3:16])[CH3:14])([O:3][CH2:4][C:5]1[CH:10]=[CH:9][CH:8]=[CH:7][CH:6]=1)=[O:2].[N:20]1[CH:25]=[CH:24][CH:23]=[C:22]([NH:26][CH2:27][C:28]([O:30][CH2:31][CH3:32])=[O:29])[CH:21]=1>C(Cl)Cl>[C:1]([NH:11][C@H:12]([C:17]([N:26]([C:22]1[CH:21]=[N:20][CH:25]=[CH:24][CH:23]=1)[CH2:27][C:28]([O:30][CH2:31][CH3:32])=[O:29])=[O:19])[C@H:13]([CH2:15][CH3:16])[CH3:14])([O:3][CH2:4][C:5]1[CH:6]=[CH:7][CH:8]=[CH:9][CH:10]=1)=[O:2]. Reported procedure: A methylene chloride solution of N-carbobenzyloxy-L-isoleucine and ethyl N-(3-pyridyl)-glycinate was treated with N,N-dicyclohexylcarbodiimide as in example 5A. Purification of the product was accomplished by chromatography on silica-gel. The reactants are CCOC(=O)CP(=O)(OCC)OCC, [H-], O=Cc1cccc([N+](=O)[O-])c1, [Na+], CN(C)C=O, O. Product: CCOC(=O)C=Cc1cccc([N+](=O)[O-])c1. Reaction SMILES: [CH2:12]([CH3:13])[O:14][C:15]([CH2:16][P:17]([O:18][CH2:19][CH3:20])([O:21][CH2:22][CH3:23])=[O:24])=[O:25].[H-:27].[N+:1](=[O:2])([O-:3])[c:4]1[cH:5][c:6]([CH:7]=[O:8])[cH:9][cH:10][cH:11]1.[Na+:26].[O:29]=[CH:30][N:31]([CH3:32])[CH3:33].[OH2:28]>>[N+:1](=[O:2])([O-:3])[c:4]1[cH:5][c:6]([CH:7]=[CH:16][C:15]([O:14][CH2:12][CH3:13])=[O:25])[cH:9][cH:10][cH:11]1. Starting materials: NC1=NC=C(C(=N1)NC1=CC(=CC=C1)C)S(=O)(=O)NC(C)(C)C (2-amino-N-(1,1-dimethylethyl)-4-[(3-methylphenyl)amino]-5-pyrimidinesulfonamide). The solvent is FC(C(=O)O)(F)F (trifluoroacetic acid). Product: NC1=NC=C(C(=N1)NC1=CC(=CC=C1)C)S(=O)(=O)N (2-Amino-4-[(3-methylphenyl)amino]-5-pyrimidinesulfonamide). Isolated yield 66.3%. RXN SMILES: [NH2:1][C:2]1[N:7]=[C:6]([NH:8][C:9]2[CH:14]=[CH:13][CH:12]=[C:11]([CH3:15])[CH:10]=2)[C:5]([S:16]([NH:19]C(C)(C)C)(=[O:18])=[O:17])=[CH:4][N:3]=1>FC(F)(F)C(O)=O>[NH2:1][C:2]1[N:7]=[C:6]([NH:8][C:9]2[CH:14]=[CH:13][CH:12]=[C:11]([CH3:15])[CH:10]=2)[C:5]([S:16]([NH2:19])(=[O:18])=[O:17])=[CH:4][N:3]=1. Reported procedure: A solution of 2-amino-N-(1,1-dimethylethyl)-4-[(3-methylphenyl)amino]-5-pyrimidinesulfonamide (0.90 gm, 0.0027 mol) in trifluoroacetic acid (10 mL) was heated to reflux for 1 hour. After cooling, the solvent was evaporated in vacuo and the resulting solid triturated with ether to give 0.50 g, 67% of product, m.p. 213°-215° C., as a colorless solid. Reactants: COC1=CC=CC=2[C@H]3CCN[C@H]3CCC21 (rac-cis-2,3,3a,4,5,9b-hexahydro-6-methoxy-1H-benzo[e]indole), BrCCCCCCN1C(CC(CC1=O)(C)C)=O (N-(6-bromo-hexyl)-3,3-dimethylglutarimide). The product is COC1=CC=CC=2[C@H]3CCN([C@H]3CCC21)CCCCCCN2C(CC(CC2=O)(C)C)=O (rac-cis-1-[6-(6-methoxy-2,3,3a,4,5,9b-hexahydro-1H-benzo[e]indol-3-yl)-hexyl]-4,4-dimethylpiperidine-2,6-dione). Yield: 72.0%. Reaction SMILES: [CH3:1][O:2][C:3]1[C:15]2[CH2:14][CH2:13][C@H:12]3[C@H:8]([CH2:9][CH2:10][NH:11]3)[C:7]=2[CH:6]=[CH:5][CH:4]=1.Br[CH2:17][CH2:18][CH2:19][CH2:20][CH2:21][CH2:22][N:23]1[C:28](=[O:29])[CH2:27][C:26]([CH3:31])([CH3:30])[CH2:25][C:24]1=[O:32]>>[CH3:1][O:2][C:3]1[C:15]2[CH2:14][CH2:13][C@H:12]3[C@H:8]([CH2:9][CH2:10][N:11]3[CH2:17][CH2:18][CH2:19][CH2:20][CH2:21][CH2:22][N:23]3[C:28](=[O:29])[CH2:27][C:26]([CH3:31])([CH3:30])[CH2:25][C:24]3=[O:32])[C:7]=2[CH:6]=[CH:5][CH:4]=1. Procedure details: In an analogous manner to that described in Example 20a), from rac-cis-2,3,3a,4,5,9b-hexahydro-6-methoxy-1H-benzo[e]indole by reaction with N-(6-bromo-hexyl)-3,3-dimethylglutarimide there was obtained rac-cis-1-[6-(6-methoxy-2,3,3a,4,5,9b-hexahydro-1H-benzo[e]indol-3-yl)-hexyl]-4,4-dimethylpiperidine-2,6-dione; m.p. of the hydrochloride 99°-101°, yellowish crystals, yield 72%. Starting materials: CC(O)(C(=O)O)C(=O)NC1C(=O)N(CCOCc2ccccc2)c2ccccc2-c2ccccc21, NCC(F)(F)C(F)(F)F. Yields the product CC(O)(C(=O)NCC(F)(F)C(F)(F)F)C(=O)NC1C(=O)N(CCOCc2ccccc2)c2ccccc2-c2ccccc21. As a reaction SMILES: [CH2:1]([c:2]1[cH:3][cH:4][cH:5][cH:6][cH:7]1)[O:8][CH2:9][CH2:10][N:11]1[c:12]2[c:13]([cH:32][cH:33][cH:34][cH:35]2)-[c:14]2[c:15]([cH:28][cH:29][cH:30][cH:31]2)[CH:16]([NH:19][C:20]([C:21]([C:22](=[O:23])[OH:24])([CH3:25])[OH:26])=[O:27])[C:17]1=[O:18].[F:36][C:37]([CH2:38][NH2:39])([C:40]([F:41])([F:42])[F:43])[F:44]>>[CH2:1]([c:2]1[cH:3][cH:4][cH:5][cH:6][cH:7]1)[O:8][CH2:9][CH2:10][N:11]1[c:12]2[c:13]([cH:32][cH:33][cH:34][cH:35]2)-[c:14]2[c:15]([cH:28][cH:29][cH:30][cH:31]2)[CH:16]([NH:19][C:20]([C:21]([C:22](=[O:24])[NH:39][CH2:38][C:37]([F:36])([C:40]([F:41])([F:42])[F:43])[F:44])([CH3:25])[OH:26])=[O:27])[C:17]1=[O:18]. Reported procedure: Synthetic Scheme 6 is yet another method of regiospecific synthesis of the methyl 3-picolinoylpicolinate 7 and 5-(pyridin-2-yl)pyrido[2,3-d]pyridazin-8(7H)-one 9. N,N-diethylpicolinamide 14, prepared as in Synthetic Scheme 5, is reacted with 1 equiv of sec-butyl lithium, and, without isolation of the lithiated intermediate, a second equivalent of N,N-diethylpicolinamide 14 is added to the reaction mixture, resulting in the condensation reaction yielding lithium 3-picolinoylpicolinate 16. Lithium... Reaction SMILES: N1C=CC=C([C:7]([O:9][C:10](=[O:17])[C:11]2[CH:16]=[CH:15][CH:14]=[CH:13][N:12]=2)=O)C=1.[Li].[CH3:19][OH:20]>>[N:12]1[CH:13]=[CH:14][CH:15]=[C:16]([C:19]([C:16]2[C:11]([C:10]([O:9][CH3:7])=[O:17])=[N:12][CH:13]=[CH:14][CH:15]=2)=[O:20])[CH:11]=1 |f:0.1,^1:17|. Starting materials: N1=CC(=CC=C1)C(=O)OC(C1=NC=CC=C1)=O.[Li] (lithium 3-picolinoylpicolinate), CO (methanol). Product: methyl ester, N1=CC(=CC=C1)C(=O)C=1C(=NC=CC1)C(=O)OC (methyl 3-picolinoylpicolinate). The reactants are C#CCCCCCCO[Si](C)(C)C(C)(C)C, [Li]CCCC, COc1ccc(C2(C)CSc3cc(OC)ccc3C2=O)cc1, C1CCOC1. Product: COc1ccc(C2(C)CSc3cc(OC)ccc3C2(O)C#CCCCCCCO[Si](C)(C)C(C)(C)C)cc1. RXN SMILES: [C:1]([CH3:2])([CH3:3])([CH3:4])[Si:5]([O:6][CH2:7][CH2:8][CH2:9][CH2:10][CH2:11][CH2:12][C:13]#[CH:14])([CH3:15])[CH3:16].[CH2:17]([Li:18])[CH2:19][CH2:20][CH3:21].[CH3:22][O:23][c:24]1[cH:25][cH:26][c:27]2[c:32]([cH:33]1)[S:31][CH2:30][C:29]([CH3:34])([c:35]1[cH:36][cH:37][c:38]([O:41][CH3:42])[cH:39][cH:40]1)[C:28]2=[O:43].[O:44]1[CH2:45][CH2:46][CH2:47][CH2:48]1>>[C:1]([CH3:2])([CH3:3])([CH3:4])[Si:5]([O:6][CH2:7][CH2:8][CH2:9][CH2:10][CH2:11][CH2:12][C:13]#[C:14][C:28]1([OH:43])[c:27]2[cH:26][cH:25][c:24]([O:23][CH3:22])[cH:33][c:32]2[S:31][CH2:30][C:29]1([CH3:34])[c:35]1[cH:36][cH:37][c:38]([O:41][CH3:42])[cH:39][cH:40]1)([CH3:15])[CH3:16]. Reactants: Cl (HCl), C(C=1C(S)=CC=CC1)(=O)O (thiosalicylic acid), C1(=CC=CC=C1)O (phenol), P(=O)(Cl)(Cl)Cl (phosphorus oxychloride). Solvent: O (water). Reaction conditions: time 30 minute. Product: C(C=1C(S)=CC=CC1)(=O)OC1=CC=CC=C1 (phenyl thiosalicylate). Reaction SMILES: [C:1]([OH:10])(=[O:9])[C:2]1[C:3](=[CH:5][CH:6]=[CH:7][CH:8]=1)[SH:4].[C:11]1(O)[CH:16]=[CH:15][CH:14]=[CH:13][CH:12]=1.P(Cl)(Cl)(Cl)=O.Cl>O>[C:1]([O:10][C:11]1[CH:16]=[CH:15][CH:14]=[CH:13][CH:12]=1)(=[O:9])[C:2]1[C:3](=[CH:5][CH:6]=[CH:7][CH:8]=1)[SH:4]. Reported procedure: In a 250 ml three-necked flask a mixture of 69.4 g (0.45 mol) of thiosalicylic acid and 42.3 g (0.45 mol) of phenol is melted at 135° C. with stirring. Then, at 125°-130° C., 24.5 g (0.16 mol) of phosphorus oxychloride are added dropwise, HCl being liberated. When the addition is complete (about 15 min.) stirring is carried out for 30 minutes. The resulting dark-brown clear solution is stirred into 500 ml of water, a brown oil separating. This oil is taken up in ethyl acetate. The organic phase ...